The task is: describe an organic reaction: reactants, conditions, products, and yield. This data is from the Open Reaction Database (ORD), a public repository of structured organic reaction records. Reactants: C(C)OP(OCC)(=O)C=C1C2=C(N(CCN1)C)C=C(C=C2)Br ((8-bromo-1-methyl-1,2,3,4-tetrahydrobenzo[e][1,4]diazepin-5-ylidenemethyl)phosphonic acid diethyl ester), S1C=C(C=C1)B(O)O (thiophene-3-boronic acid), tris-(dibenzylideneacetone) palladium (0), [F-].[Cs+] (caesium fluoride). The reagents and catalysts are C1(CCCCC1)P(C1CCCCC1)C1CCCCC1 (tricyclohexylphosphine). Solvent: O1CCOCC1 (dioxane). Conditions: temperature 80 celsius. The product is C(C)OP(OCC)(=O)C=C1C2=C(N(CCN1)C)C=C(C=C2)C2=CSC=C2 ((1-methyl-8-thiophen-3-yl-1,2,3,4-tetrahydrobenzo[e][1,4]diazepin-5-ylidenemethyl)phosphonic acid diethyl ester). The yield is 61.2%. RXN SMILES: [CH2:1]([O:3][P:4]([CH:9]=[C:10]1[NH:16][CH2:15][CH2:14][N:13]([CH3:17])[C:12]2[CH:18]=[C:19](Br)[CH:20]=[CH:21][C:11]1=2)(=[O:8])[O:5][CH2:6][CH3:7])[CH3:2].[S:23]1[CH:27]=[CH:26][C:25](B(O)O)=[CH:24]1.[F-].[Cs+]>O1CCOCC1.C1(P(C2CCCCC2)C2CCCCC2)CCCCC1>[CH2:1]([O:3][P:4]([CH:9]=[C:10]1[NH:16][CH2:15][CH2:14][N:13]([CH3:17])[C:12]2[CH:18]=[C:19]([C:25]3[CH:26]=[CH:27][S:23][CH:24]=3)[CH:20]=[CH:21][C:11]1=2)(=[O:8])[O:5][CH2:6][CH3:7])[CH3:2] |f:2.3|. Procedure details: To 300 mg (0.77 mmol) of (8-bromo-1-methyl-1,2,3,4-tetrahydrobenzo[e][1,4]diazepin-5-ylidenemethyl)phosphonic acid diethyl ester (prepared as described in Example 41) in 2 ml of dioxane was added 116 mg (0.81 mmol) of thiophene-3-boronic acid, 8 mg (0.028 mmol) of tricyclohexylphosphine, 10.8 mg 0.012 mmol) of tris-(dibenzylideneacetone)-palladium (0) and 140 mg of caesium fluoride. The mixture was heated at 80° C. for 6 hours. The mixture was partitioned between ethyl acetate and water. The org...